From a dataset of the Open Reaction Database (ORD), a public repository of structured organic reaction records. describe an organic reaction: reactants, conditions, products, and yield The reactants are CC1=C(C=CC=C1)N1CCC=2C(=NC=3C(=CC=CC3C21)OCC(F)(F)F)Cl (1-(2-Methylphenyl)-4-chloro-6-β,β,β-trifluoroethoxy-2,3-dihydropyrrolo[3,2-c]quinoline), NCCCCO (4-amino-1-butanol). The solvent is C(COCCO)O (diethylene glycol). The product is CC1=C(C=CC=C1)N1CCC=2C(=NC=3C(=CC=CC3C21)OCC(F)(F)F)NCCCCO (1-(2-methylphenyl)-4-[(4-hydroxybutyl)amino]-6-β,β,β-trifluoroethoxy-2,3-dihydropyrrolo[3,2-c]quinoline). Yield: 85.5%. As a reaction SMILES: [CH3:1][C:2]1[CH:7]=[CH:6][CH:5]=[CH:4][C:3]=1[N:8]1[C:20]2[C:19]3[CH:18]=[CH:17][CH:16]=[C:15]([O:21][CH2:22][C:23]([F:26])([F:25])[F:24])[C:14]=3[N:13]=[C:12](Cl)[C:11]=2[CH2:10][CH2:9]1.[NH2:28][CH2:29][CH2:30][CH2:31][CH2:32][OH:33]>C(O)COCCO>[CH3:1][C:2]1[CH:7]=[CH:6][CH:5]=[CH:4][C:3]=1[N:8]1[C:20]2[C:19]3[CH:18]=[CH:17][CH:16]=[C:15]([O:21][CH2:22][C:23]([F:26])([F:25])[F:24])[C:14]=3[N:13]=[C:12]([NH:28][CH2:29][CH2:30][CH2:31][CH2:32][OH:33])[C:11]=2[CH2:10][CH2:9]1. Reported procedure: 1-(2-Methylphenyl)-4-chloro-6-β,β,β-trifluoroethoxy-2,3-dihydropyrrolo[3,2-c]quinoline(500 mg, 1.3 mmol) was dissolved in diethylene glycol(10 ml), then hereto was added 4-amino-1-butanol(175 μl, 1.9 mmol), and reacted at the same condition of Step 6 in the Example 30 to obtain 495 mg of desired compound as solid in 87% of yield. Starting materials: COC(=O)c1ccc(C(=O)N2CCN(c3ncccc3NC(C)C)CC2)nc1, CO, Cl, [Na+], [OH-], O. Yields the product CC(C)Nc1cccnc1N1CCN(C(=O)c2ccc(C(=O)O)cn2)CC1. Reaction SMILES: [CH3:1][O:2][C:3]([c:4]1[cH:5][n:6][c:7]([C:10](=[O:11])[N:12]2[CH2:13][CH2:14][N:15]([c:18]3[n:19][cH:20][cH:21][cH:22][c:23]3[NH:24][CH:25]([CH3:26])[CH3:27])[CH2:16][CH2:17]2)[cH:8][cH:9]1)=[O:28].[CH3:31][OH:32].[ClH:29].[Na+:34].[OH-:33].[OH2:30]>>[O:2]=[C:3]([c:4]1[cH:5][n:6][c:7]([C:10](=[O:11])[N:12]2[CH2:13][CH2:14][N:15]([c:18]3[n:19][cH:20][cH:21][cH:22][c:23]3[NH:24][CH:25]([CH3:26])[CH3:27])[CH2:16][CH2:17]2)[cH:8][cH:9]1)[OH:28]. The reactants are COC1=C(CC2NCCC3=C(C=CC(=C23)OC)OC)C=C(C=C1)OC (1-(2,5-Dimethoxy-benzyl)-5,8-dimethoxy-1,2,3,4-tetrahydroisoquinoline), BrCC(=O)Br (2-bromoacetyl bromide), NC1CCC2=CC=CC=C12 (1-amino-indane). The product is COC1=C(CC2N(CCC3=C(C=CC(=C23)OC)OC)CC(=O)NC2CCC3=CC=CC=C23)C=C(C=C1)OC (2-[1-(2,5-Dimethoxy-benzyl)-5,8-dimethoxy-3,4-dihydro-1H-isoquinolin-2-yl]-N-(indan-1-yl)-acetamide). Reaction SMILES: [CH3:1][O:2][C:3]1[CH:23]=[CH:22][C:21]([O:24][CH3:25])=[CH:20][C:4]=1[CH2:5][CH:6]1[C:15]2[C:10](=[C:11]([O:18][CH3:19])[CH:12]=[CH:13][C:14]=2[O:16][CH3:17])[CH2:9][CH2:8][NH:7]1.Br[CH2:27][C:28](Br)=[O:29].[NH2:31][CH:32]1[C:40]2[C:35](=[CH:36][CH:37]=[CH:38][CH:39]=2)[CH2:34][CH2:33]1>>[CH3:1][O:2][C:3]1[CH:23]=[CH:22][C:21]([O:24][CH3:25])=[CH:20][C:4]=1[CH2:5][CH:6]1[C:15]2[C:10](=[C:11]([O:18][CH3:19])[CH:12]=[CH:13][C:14]=2[O:16][CH3:17])[CH2:9][CH2:8][N:7]1[CH2:27][C:28]([NH:31][CH:32]1[C:40]2[C:35](=[CH:36][CH:37]=[CH:38][CH:39]=2)[CH2:34][CH2:33]1)=[O:29]. Procedure: prepared by reaction of 1-(2,5-Dimethoxy-benzyl)-5,8-dimethoxy-1,2,3,4-tetrahydroisoquinoline and 2-bromoacetyl bromide with 1-amino-indane The reactants are FC=1C=C(C=C(C1N1CCOCC1)F)N1C(O[C@H](C1)C(=O)OCCCC)=O (butyl (5R)-3-[3,5-difluoro-4-(4-morpholinyl)phenyl]-2-oxo-5-oxazolidinecarboxylate), CN (methylamine). Solvent: CO (MeOH). Reaction conditions: time 30 minute. Product: CNC(=O)[C@H]1CN(C(O1)=O)C1=CC(=C(C(=C1)F)N1CCOCC1)F ((5R)-(−)-N-Methyl-3-[3,5-difluoro-4-(4-morpholinyl)phenyl]-2-oxo-5-oxazolidinecarboxamide). RXN SMILES: [F:1][C:2]1[CH:3]=[C:4]([N:15]2[CH2:19][C@H:18]([C:20](OCCCC)=[O:21])[O:17][C:16]2=[O:27])[CH:5]=[C:6]([F:14])[C:7]=1[N:8]1[CH2:13][CH2:12][O:11][CH2:10][CH2:9]1.[CH3:28][NH2:29]>CO>[CH3:28][NH:29][C:20]([C@@H:18]1[O:17][C:16](=[O:27])[N:15]([C:4]2[CH:3]=[C:2]([F:1])[C:7]([N:8]3[CH2:13][CH2:12][O:11][CH2:10][CH2:9]3)=[C:6]([F:14])[CH:5]=2)[CH2:19]1)=[O:21]. Reported procedure: The butyl (5R)-3-[3,5-difluoro-4-(4-morpholinyl)phenyl]-2-oxo-5-oxazolidinecarboxylate (EXAMPLE 17, Step 1) is treated with 2M methylamine in MeOH (0.1 M in starting material), and the reaction mixture is stirred at ambient temperature for 30 mins and then concentrated under reduced pressure. The residue is purified by radial chromatography [4000 micron silica gel rotor; MeOH/CH2Cl2 (3/97) eluent] to give the title compound, mp 179–181° C.; MS (ESI+) for C15H17N3O4F2 m/z 342 (M+H)+; [α]25D−40 (c... The reactants are O=C1CCC(=O)N1Br, ClCCl, O=C(O)C(CC1CCCC1)c1ccc(-c2ccncc2)cc1, Nc1ccccn1, c1ccc(P(c2ccccc2)c2ccccc2)cc1. Product: O=C(Nc1ccccn1)C(CC1CCCC1)c1ccc(-c2ccncc2)cc1. Reaction SMILES: [Br:20][N:21]1[C:22](=[O:23])[CH2:24][CH2:25][C:26]1=[O:27].[CH2:57]([Cl:58])[Cl:59].[CH:28]1([CH2:33][CH:34]([C:35](=[O:36])[OH:37])[c:38]2[cH:39][cH:40][c:41](-[c:44]3[cH:45][cH:46][n:47][cH:48][cH:49]3)[cH:42][cH:43]2)[CH2:29][CH2:30][CH2:31][CH2:32]1.[NH2:50][c:51]1[n:52][cH:53][cH:54][cH:55][cH:56]1.[c:1]1([P:2]([c:3]2[cH:4][cH:5][cH:6][cH:7][cH:8]2)[c:9]2[cH:10][cH:11][cH:12][cH:13][cH:14]2)[cH:15][cH:16][cH:17][cH:18][cH:19]1>>[CH:28]1([CH2:33][CH:34]([C:35](=[O:37])[NH:50][c:51]2[n:52][cH:53][cH:54][cH:55][cH:56]2)[c:38]2[cH:39][cH:40][c:41](-[c:44]3[cH:45][cH:46][n:47][cH:48][cH:49]3)[cH:42][cH:43]2)[CH2:29][CH2:30][CH2:31][CH2:32]1. Starting materials: O=C(CCN1C=NC2=C1C=CC=C2)C (1-(3-oxobutyl)-1H-benzimidazole), C(C)(=O)[O-].[NH4+] (ammonium acetate), C(#N)[BH3-].[Na+] (sodium cyanoborohydride). Solvent: CO (methanol). Product: CC(CCN1C=NC2=C1C=CC=C2)N (α-methyl-1H-benzimidazole-1-propanamine). As a reaction SMILES: O=[C:2]([CH3:14])[CH2:3][CH2:4][N:5]1[C:9]2[CH:10]=[CH:11][CH:12]=[CH:13][C:8]=2[N:7]=[CH:6]1.C([O-])(=O)C.[NH4+].C([BH3-])#[N:21].[Na+]>CO>[CH3:14][CH:2]([NH2:21])[CH2:3][CH2:4][N:5]1[C:9]2[CH:10]=[CH:11][CH:12]=[CH:13][C:8]=2[N:7]=[CH:6]1 |f:1.2,3.4|. Reported procedure: A mixture of 7.0 grams of 1-(3-oxobutyl)-1H-benzimidazole, 28.7 grams of ammonium acetate and 1.6 grams of sodium cyanoborohydride in 100 ml. of methanol was stirred at room temperature for about 24 hours. The mixture was then acidified with about 40 ml. of concentrated hydrochloric acid and the solvent was evaporated. The residue was dissolved in 150 ml. of water and the aqueous solution was extracted first with ether and then it was made alkaline (pH greater than 10) with solid potassium hydro... Starting materials: C=CCOC(=O)C(=C)C, CC(C)=O, Cl[SiH](Cl)Cl, [H][H], CC(=O)C=C(C)C, Cl[Pt]Cl, [SiH4]. Product: C=C(C)C(=O)OCCC[Si](Cl)(Cl)Cl. RXN SMILES: [C:5]([C:6](=[CH2:7])[CH3:8])(=[O:9])[O:10][CH2:11][CH:12]=[CH2:13].[CH3:17][C:18](=[O:19])[CH3:20].[Cl:1][SiH:2]([Cl:3])[Cl:4].[H:15][H:16].[O:24]=[C:25]([CH:26]=[C:27]([CH3:28])[CH3:29])[CH3:30].[Pt:21]([Cl:22])[Cl:23].[SiH4:14]>>[Cl:1][Si:2]([Cl:3])([Cl:4])[CH2:13][CH2:12][CH2:11][O:10][C:5]([C:6](=[CH2:7])[CH3:8])=[O:9]. Starting materials: [Li]CCCC, COCCOC, C[Si](C)(C)Cl, Fc1ccc(-c2ccoc2-c2ccc(F)cc2)cc1. Product: C[Si](C)(C)c1cc(-c2ccc(F)cc2)c(-c2ccc(F)cc2)o1. RXN SMILES: [CH2:20]([Li:21])[CH2:22][CH2:23][CH3:24].[CH2:30]([CH2:31][O:32][CH3:33])[O:34][CH3:35].[Cl:25][Si:26]([CH3:27])([CH3:28])[CH3:29].[F:1][c:2]1[cH:3][cH:4][c:5](-[c:8]2[o:9][cH:10][cH:11][c:12]2-[c:13]2[cH:14][cH:15][c:16]([F:19])[cH:17][cH:18]2)[cH:6][cH:7]1>>[F:1][c:2]1[cH:3][cH:4][c:5](-[c:8]2[o:9][c:10]([Si:26]([CH3:27])([CH3:28])[CH3:29])[cH:11][c:12]2-[c:13]2[cH:14][cH:15][c:16]([F:19])[cH:17][cH:18]2)[cH:6][cH:7]1.